This data is from the Open Reaction Database (ORD), a public repository of structured organic reaction records. The task is: describe an organic reaction: reactants, conditions, products, and yield The reactants are FC1=C(C=CC=C1)Br (2-Fluorobromobenzene), S1C(=CC=C1)B(O)O (thiophene-2-boronic acid). Yields the product FC1=C(C=CC=C1)C=1SC=CC1 (2-(2-fluorophenyl)thiophene). Reaction SMILES: [F:1][C:2]1[CH:7]=[CH:6][CH:5]=[CH:4][C:3]=1Br.[S:9]1[CH:13]=[CH:12][CH:11]=[C:10]1B(O)O>>[F:1][C:2]1[CH:7]=[CH:6][CH:5]=[CH:4][C:3]=1[C:10]1[S:9][CH:13]=[CH:12][CH:11]=1. Procedure: 2-Fluorobromobenzene and thiophene-2-boronic acid were treated in a manner similar to Reference Example 26-(2) to give 2-(2-fluorophenyl)thiophene as a colorless liquid.